Dataset: the Open Reaction Database (ORD), a public repository of structured organic reaction records. Task: describe an organic reaction: reactants, conditions, products, and yield Starting materials: FC1=CC=C(C=C1)C(C(CCN1CCC(CC1)=CC1=C(C=CC=C1)F)=CN1CCCC1)=O (1-[4-(4-fluorophenyl)-4-oxo-3-pyrrolidinomethylenebutyl]-4-(2-fluorobenzylidene)piperidine), [OH-].[K+] (potassium hydroxide), NC(=S)N (thiourea). The solvent is C(C)O (ethanol). Conditions: time 5 hour. Yields the product FC1=CC=C(C=C1)C1=NC(=NC=C1CCN1CCC(CC1)=CC1=C(C=CC=C1)F)S (4-(4-fluorophenyl)-5-[2-[4-(2-fluorobenzylidene)piperidin-1-yl]ethyl]-2-mercaptopyrimidine). Yield: 35.4%. Reaction SMILES: [F:1][C:2]1[CH:7]=[CH:6][C:5]([C:8](=O)[C:9](=[CH:26]N2CCCC2)[CH2:10][CH2:11][N:12]2[CH2:17][CH2:16][C:15](=[CH:18][C:19]3[CH:24]=[CH:23][CH:22]=[CH:21][C:20]=3[F:25])[CH2:14][CH2:13]2)=[CH:4][CH:3]=1.[OH-].[K+].[NH2:35][C:36]([NH2:38])=[S:37]>C(O)C>[F:1][C:2]1[CH:7]=[CH:6][C:5]([C:8]2[C:9]([CH2:10][CH2:11][N:12]3[CH2:13][CH2:14][C:15](=[CH:18][C:19]4[CH:24]=[CH:23][CH:22]=[CH:21][C:20]=4[F:25])[CH2:16][CH2:17]3)=[CH:26][N:38]=[C:36]([SH:37])[N:35]=2)=[CH:4][CH:3]=1 |f:1.2|. Reported procedure: To 3.70 g of the crude 1-[4-(4-fluorophenyl)-4-oxo-3-pyrrolidinomethylenebutyl]-4-(2-fluorobenzylidene)piperidine obtained in Example 5 were added a solution of 0.45 g of potassium hydroxide in 40 ml of ethanol and 1.23 g of thiourea, followed by reflux with heating with stirring for 5 hours. The reaction solution was concentrated under reduced pressure, and to the residue were added a saturated aqueous ammonium chloride solution and a little amount of ethyl acetate. The precipitated crystals we...